Task: describe an organic reaction: reactants, conditions, products, and yield. Dataset: the Open Reaction Database (ORD), a public repository of structured organic reaction records The reactants are O=C([O-])[O-], CC#N, CCOC(C)=O, O=C(NC1CCC1)c1cccc(CCl)c1, [I-], [K+], [K+], CC(C)(C)OC(=O)N1CCNCC1, [Na+], O. Product: CC(C)(C)OC(=O)N1CCN(Cc2cccc(C(=O)NC3CCC3)c2)CC1. As a reaction SMILES: [C:29](=[O:30])([O-:31])[O-:32].[CH3:37][C:38]#[N:39].[CH3:40][CH2:41][O:42][C:43](=[O:44])[CH3:45].[Cl:14][CH2:15][c:16]1[cH:17][c:18]([C:19](=[O:20])[NH:21][CH:22]2[CH2:23][CH2:24][CH2:25]2)[cH:26][cH:27][cH:28]1.[I-:36].[K+:33].[K+:34].[N:1]1([C:7](=[O:8])[O:9][C:10]([CH3:11])([CH3:12])[CH3:13])[CH2:2][CH2:3][NH:4][CH2:5][CH2:6]1.[Na+:35].[OH2:46]>>[N:1]1([C:7](=[O:8])[O:9][C:10]([CH3:11])([CH3:12])[CH3:13])[CH2:2][CH2:3][N:4]([CH2:15][c:16]2[cH:17][c:18]([C:19](=[O:20])[NH:21][CH:22]3[CH2:23][CH2:24][CH2:25]3)[cH:26][cH:27][cH:28]2)[CH2:5][CH2:6]1. Reactants: S(O)(O)(=O)=O (sulfuric acid), C(C)N(C1=CC(=CC=C1)C)CCO (N-ethyl-N-(2-hydroxyethyl)-m-toluidine), N(=O)OC(C)C (isopropyl nitrite). The solvent is O (water). Product: C(C)N(C1=CC(=C(C=C1)N=O)C)CCO (N-ethyl-N-(2-hydroxyethyl)-3-methyl-4-nitroso-aniline). As a reaction SMILES: [CH2:1]([N:3]([CH2:11][CH2:12][OH:13])[C:4]1[CH:9]=[CH:8][CH:7]=[C:6]([CH3:10])[CH:5]=1)[CH3:2].S(=O)(=O)(O)O.[N:19](OC(C)C)=[O:20]>O>[CH2:1]([N:3]([CH2:11][CH2:12][OH:13])[C:4]1[CH:9]=[CH:8][C:7]([N:19]=[O:20])=[C:6]([CH3:10])[CH:5]=1)[CH3:2]. Reported procedure: 360 g of N-ethyl-N-(2-hydroxyethyl)-m-toluidine and 1,250 g of water are initially introduced into a stirred flask. 196 g of concentrated sulfuric acid are added, while stirring and cooling. During this addition, the internal temperature should not rise above 50°. After cooling to 0°, 187 g of isopropyl nitrite is allowed to run in slowly at -2° to +2°. The excess of nitrite is then removed in the customary manner with amidosulfonic acid. The reaction mixture is brought to room temperature and d... Reactants: C(CCCCCCC)C(CO)CO (2-octyl-1,3-propanediol), C(#N)C1=CC=C(C=O)C=C1 (p-cyanobenzaldehyde). Reagents/catalysts: O.C1(=CC=C(C=C1)S(=O)(=O)O)C (p-toluenesulfonic acid monohydrate). Run in C1=CC=CC=C1 (benzene). Yields the product C(CCCCCCC)C1COC(OC1)C1=CC=C(C#N)C=C1 (4-(5-octyl-1,3-dioxan-2-yl)benzonitrile). The yield is 72.9%. Reaction SMILES: [CH2:1]([CH:9]([CH2:12][OH:13])[CH2:10][OH:11])[CH2:2][CH2:3][CH2:4][CH2:5][CH2:6][CH2:7][CH3:8].[C:14]([C:16]1[CH:23]=[CH:22][C:19]([CH:20]=O)=[CH:18][CH:17]=1)#[N:15]>O.C1(C)C=CC(S(O)(=O)=O)=CC=1.C1C=CC=CC=1>[CH2:1]([CH:9]1[CH2:10][O:11][CH:20]([C:19]2[CH:22]=[CH:23][C:16]([C:14]#[N:15])=[CH:17][CH:18]=2)[O:13][CH2:12]1)[CH2:2][CH2:3][CH2:4][CH2:5][CH2:6][CH2:7][CH3:8] |f:2.3|. Procedure: In a 500-ml egg-plant type flask were put 32.3 g of 2-octyl-1,3-propanediol, 22.5 g of p-cyanobenzaldehyde, 0.11 g of p-toluenesulfonic acid monohydrate and 300 ml of benzene, and the mixture was heated. The generated water was removed by azeotropy with benzene. Then, benzene was distilled away, and the residue was neutralized with aqueous saturated sodium bicarbonate solution. The mixture was extracted with dichloromethane, and the extract was washed with water and then dried over anhydrous sod... The reactants are C(C)(C)(C)[Si](OC1CN(CC1)S(=O)(=O)C1=C(C=CC=C1)NC1=NC(=NC=C1Cl)Cl)(C)C ({2-[3-(tert-butyl-dimethyl-silanyloxy)-pyrrolidine-1-sulfonyl]-phenyl}-(2,5-dichloro-pyrimidin-4-yl)-amine), NC=1C=CC2=C(NC(CCC2)=O)C1 (8-amino-1,3,4,5-tetrahydro-benzo[b]azepin-2-one). Product: ClC=1C(=NC(=NC1)NC=1C=CC2=C(NC(CCC2)=O)C1)NC1=C(C=CC=C1)S(=O)(=O)N1CC(CC1)O (8-{5-Chloro-4-[2-(3-hydroxy-pyrrolidine-1-sulfonyl)-phenylamino]-pyrimidin-2-ylamino}-1,3,4,5-tetrahydro-benzo[b]azepin-2-one), powder. Isolated yield 54.0%. As a reaction SMILES: C([Si](C)(C)[O:6][CH:7]1[CH2:11][CH2:10][N:9]([S:12]([C:15]2[CH:20]=[CH:19][CH:18]=[CH:17][C:16]=2[NH:21][C:22]2[C:27]([Cl:28])=[CH:26][N:25]=[C:24](Cl)[N:23]=2)(=[O:14])=[O:13])[CH2:8]1)(C)(C)C.[NH2:32][C:33]1[CH:34]=[CH:35][C:36]2[CH2:42][CH2:41][CH2:40][C:39](=[O:43])[NH:38][C:37]=2[CH:44]=1>>[Cl:28][C:27]1[C:22]([NH:21][C:16]2[CH:17]=[CH:18][CH:19]=[CH:20][C:15]=2[S:12]([N:9]2[CH2:10][CH2:11][CH:7]([OH:6])[CH2:8]2)(=[O:13])=[O:14])=[N:23][C:24]([NH:32][C:33]2[CH:34]=[CH:35][C:36]3[CH2:42][CH2:41][CH2:40][C:39](=[O:43])[NH:38][C:37]=3[CH:44]=2)=[N:25][CH:26]=1. Procedure details: The title compound was prepared by combining {2-[3-(tert-butyl-dimethyl-silanyloxy)-pyrrolidine-1-sulfonyl]-phenyl}-(2,5-dichloro-pyrimidin-4-yl)-amine (Example N?, 100.4 mg, 0.199 mmol) and 8-amino-1,3,4,5-tetrahydro-benzo[b]azepin-2-one (38.4 mg, 0.218 mmol) in an analogous manner described in Example 1492 and was obtained as a white powder (57 mg, 54%) that had the following properties: m.p: 155-160° C.; LC/MS (m/e): 529 (M+H); 1H-NMR (DMSO-d6, 400 MHz): δ 9.56 (s, 1H), 9.44 (m, 2H), 8.65 (m,... The reactants are [BH4-], C1CCOC1, CCC(CC)(c1ccc(OCC(=O)C(C)(C)C)c(C)c1)c1cc2cc(C(=O)NCC(=O)O)ccc2o1, [Na+]. The product is CCC(CC)(c1ccc(OCC(O)C(C)(C)C)c(C)c1)c1cc2cc(C(=O)NCC(=O)O)ccc2o1. Reaction SMILES: [BH4-:37].[CH2:39]1[O:40][CH2:41][CH2:42][CH2:43]1.[CH3:1][C:2]([C:3]([CH2:4][O:5][c:6]1[c:7]([CH3:33])[cH:8][c:9]([C:12]([CH2:13][CH3:14])([CH2:15][CH3:16])[c:17]2[o:18][c:19]3[c:20]([cH:21]2)[cH:22][c:23]([C:26](=[O:27])[NH:28][CH2:29][C:30](=[O:31])[OH:32])[cH:24][cH:25]3)[cH:10][cH:11]1)=[O:34])([CH3:35])[CH3:36].[Na+:38]>>[CH3:1][C:2]([CH:3]([CH2:4][O:5][c:6]1[c:7]([CH3:33])[cH:8][c:9]([C:12]([CH2:13][CH3:14])([CH2:15][CH3:16])[c:17]2[o:18][c:19]3[c:20]([cH:21]2)[cH:22][c:23]([C:26](=[O:27])[NH:28][CH2:29][C:30](=[O:31])[OH:32])[cH:24][cH:25]3)[cH:10][cH:11]1)[OH:34])([CH3:35])[CH3:36]. Reactants: ClC1=CC=C(C(=O)N(C)[C@H]2[C@@H](CN(CC2)S(=O)(=O)C2CCNCC2)C2=CC(=C(C=C2)Cl)Cl)C=C1 (4-chloro-N-[(3R,4R)-3-(3,4-dichlorophenyl)-1-(piperidin-4-ylsulfonyl)piperidin-4-yl]-N-methylbenzamide), C(C)(=O)Cl (acetyl chloride). Yields the product C(C)(=O)N1CCC(CC1)S(=O)(=O)N1C[C@H]([C@@H](CC1)N(C(C1=CC=C(C=C1)Cl)=O)C)C1=CC(=C(C=C1)Cl)Cl (N-[(3R,4R)-1-[(1-acetylpiperidin-4-yl)sulfonyl]-3-(3,4-dichlorophenyl)piperidin-4-yl]-4-chloro-N-methylbenzamide). Reaction SMILES: [Cl:1][C:2]1[CH:34]=[CH:33][C:5]([C:6]([N:8]([C@@H:10]2[CH2:15][CH2:14][N:13]([S:16]([CH:19]3[CH2:24][CH2:23][NH:22][CH2:21][CH2:20]3)(=[O:18])=[O:17])[CH2:12][C@H:11]2[C:25]2[CH:30]=[CH:29][C:28]([Cl:31])=[C:27]([Cl:32])[CH:26]=2)[CH3:9])=[O:7])=[CH:4][CH:3]=1.[C:35](Cl)(=[O:37])[CH3:36]>>[C:35]([N:22]1[CH2:23][CH2:24][CH:19]([S:16]([N:13]2[CH2:14][CH2:15][C@@H:10]([N:8]([CH3:9])[C:6](=[O:7])[C:5]3[CH:4]=[CH:3][C:2]([Cl:1])=[CH:34][CH:33]=3)[C@H:11]([C:25]3[CH:30]=[CH:29][C:28]([Cl:31])=[C:27]([Cl:32])[CH:26]=3)[CH2:12]2)(=[O:17])=[O:18])[CH2:20][CH2:21]1)(=[O:37])[CH3:36]. Procedure details: Using the compound obtained in step 1 and acetyl chloride, and by the reaction and purification in the same manner as in Example 39, the title compound was obtained as a white powder.